From a dataset of the Open Reaction Database (ORD), a public repository of structured organic reaction records. describe an organic reaction: reactants, conditions, products, and yield Reactants: CC(C)(C=O)NC(=O)OC(C)(C)C, CC(=O)O[BH-](OC(C)=O)OC(C)=O, O=C([O-])O, ClCCl, CC(=O)O, Nc1ccccc1Cl, [Na+], [Na+]. Yields the product CC(C)(CNc1ccccc1Cl)NC(=O)OC(C)(C)C. RXN SMILES: [C:15]([CH3:16])([CH3:17])([CH3:18])[O:19][C:20]([NH:21][C:22]([CH:23]=[O:24])([CH3:25])[CH3:26])=[O:27].[C:1]([O:2][BH-:3]([O:4][C:5](=[O:6])[CH3:7])[O:8][C:9](=[O:10])[CH3:11])(=[O:12])[CH3:13].[C:40](=[O:41])([OH:42])[O-:43].[CH2:45]([Cl:46])[Cl:47].[CH3:36][C:37](=[O:38])[OH:39].[Cl:28][c:29]1[c:30]([NH2:31])[cH:32][cH:33][cH:34][cH:35]1.[Na+:14].[Na+:44]>>[C:15]([CH3:16])([CH3:17])([CH3:18])[O:19][C:20]([NH:21][C:22]([CH2:23][NH:31][c:30]1[c:29]([Cl:28])[cH:35][cH:34][cH:33][cH:32]1)([CH3:25])[CH3:26])=[O:27]. RXN SMILES: [Br-:31].[CH2:19]1[O:20][CH2:21][CH2:22][CH2:23]1.[CH2:32]([CH2:33][CH2:34][CH2:35][CH2:36][CH3:37])[Mg+:38].[CH3:1][O:2][C:3]([c:4]1[cH:5][cH:6][c:7]([O:10][S:11]([C:12]([F:13])([F:14])[F:15])(=[O:16])=[O:17])[cH:8][cH:9]1)=[O:18].[CH3:24][N:25]1[CH2:26][CH2:27][CH2:28][C:29]1=[O:30].[CH3:39][CH2:40][O:41][CH2:42][CH3:43]>>[CH3:1][O:2][C:3]([c:4]1[cH:5][cH:6][c:7]([CH2:32][CH2:33][CH2:34][CH2:35][CH2:36][CH3:37])[cH:8][cH:9]1)=[O:18]. Reactants: [Br-], C1CCOC1, CCCCCC[Mg+], COC(=O)c1ccc(OS(=O)(=O)C(F)(F)F)cc1, CN1CCCC1=O, CCOCC. Yields the product CCCCCCc1ccc(C(=O)OC)cc1. The product is OC=1C=C(C=CC1C)NC1=C2C(=NC=C1C#N)C1=C(O2)C=CC=C1 (4-(3-Hydroxy-4-methylphenylamino)benzo[4,5]furo[3,2-b]pyridine-3-carbonitrile). Isolated yield 72.1%. RXN SMILES: Cl[C:2]1[C:7]([C:8]#[N:9])=[CH:6][N:5]=[C:4]2[C:10]3[CH:16]=[CH:15][CH:14]=[CH:13][C:11]=3[O:12][C:3]=12.[NH2:17][C:18]1[CH:23]=[C:22]([OH:24])[C:21]([CH3:25])=[CH:20][CH:19]=1>C(OCCO)C>[OH:24][C:22]1[CH:23]=[C:18]([NH:17][C:2]2[C:7]([C:8]#[N:9])=[CH:6][N:5]=[C:4]3[C:10]4[CH:16]=[CH:15][CH:14]=[CH:13][C:11]=4[O:12][C:3]=23)[CH:19]=[CH:20][C:21]=1[CH3:25]. Run at temperature 80 celsius. Starting materials: ClC1=C2C(=NC=C1C#N)C1=C(O2)C=CC=C1 (4-chlorobenzo[4,5]furo[3,2-b]pyridine-3-carbonitrile), NC1=CC=C(C(=C1)O)C (5-amino-o-cresol). Run in C(C)OCCO (2-ethoxyethanol). Reported procedure: A mixture of 200 mg (0.88 mmol) of 4-chlorobenzo[4,5]furo[3,2-b]pyridine-3-carbonitrile and 120 mg (0.97 mmol) of 5-amino-o-cresol in 6 mL of 2-ethoxyethanol is heated at 80° C. for 15 hours and then at reflux temperature for 10 hours. The reaction mixture is cooled to room temperature and partitioned between ethyl acetate and saturated sodium bicarbonate. The organic layer is washed with saturated sodium bicarbonate, dried over sodium sulfate and filtered through a pad of diatomaceous earth. Co... Reactants: CO (methanol), CC1=NN2C(C=CC=C2)=C1C(=O)OCC (ethyl 2-methyl-3-pyrazolo[1,5-a]-pyridinecarboxylate). The solvent is [OH-].[Na+] (NaOH). Reaction conditions: time 24 hour. The product is CC1=NN2C(C=CC=C2)=C1C(=O)O (2-methyl-3-pyrazolo[1,5-a]pyridine -carboxylic acid). The yield is 52.1%. Reaction SMILES: CO.[CH3:3][C:4]1[C:12]([C:13]([O:15]CC)=[O:14])=[C:7]2[CH:8]=[CH:9][CH:10]=[CH:11][N:6]2[N:5]=1>[OH-].[Na+]>[CH3:3][C:4]1[C:12]([C:13]([OH:15])=[O:14])=[C:7]2[CH:8]=[CH:9][CH:10]=[CH:11][N:6]2[N:5]=1 |f:2.3|. Reported procedure: A small amount of methanol was added to a solution of 0.356 g of ethyl 2-methyl-3-pyrazolo[1,5-a]-pyridinecarboxylate in 10 ml of 5N aq. NaOH solution, followed by stirring at room temperature for 24 hours. The reaction mixture was washed with benzene and then made acidic with concentrated hydrochloric acid. Crystals precipitated were collected by suction filtration. The crystals so obtained were dried and then recrystallized from benzene, whereby 0.16 g of the title compound was obtained (yield... The reactants are CC(=O)O, CCCOc1ccccc1-c1nc(O)cc(C(N)=O)n1, O=P(Cl)(Cl)Cl. The product is CCCOc1ccccc1-c1nc(O)cc(C#N)n1. As a reaction SMILES: [CH3:21][C:22](=[O:23])[OH:24].[OH:1][c:2]1[cH:3][c:4]([C:18](=[O:19])[NH2:20])[n:5][c:6](-[c:8]2[c:9]([O:14][CH2:15][CH2:16][CH3:17])[cH:10][cH:11][cH:12][cH:13]2)[n:7]1.[P:25]([Cl:26])([Cl:27])([Cl:28])=[O:29]>>[OH:1][c:2]1[cH:3][c:4]([C:18]#[N:20])[n:5][c:6](-[c:8]2[c:9]([O:14][CH2:15][CH2:16][CH3:17])[cH:10][cH:11][cH:12][cH:13]2)[n:7]1. Starting materials: COC(=O)c1ccc(Cc2cn(C)c3ccc(C(=O)OCc4ccccc4)cc23)c(OC)c1, CCOCC, CN(C)C=O, O=CO. Product: COC(=O)c1ccc(Cc2cn(C)c3ccc(C(=O)O)cc23)c(OC)c1. RXN SMILES: [CH2:1]([c:2]1[cH:3][cH:4][cH:5][cH:6][cH:7]1)[O:8][C:9](=[O:10])[c:11]1[cH:12][c:13]2[c:14]([CH2:21][c:22]3[c:23]([O:32][CH3:33])[cH:24][c:25]([C:26](=[O:27])[O:28][CH3:29])[cH:30][cH:31]3)[cH:15][n:16]([CH3:20])[c:17]2[cH:18][cH:19]1.[CH3:37][CH2:38][O:39][CH2:40][CH3:41].[CH3:42][N:43]([CH3:44])[CH:45]=[O:46].[CH:34]([OH:35])=[O:36]>>[O:8]=[C:9]([OH:10])[c:11]1[cH:12][c:13]2[c:14]([CH2:21][c:22]3[c:23]([O:32][CH3:33])[cH:24][c:25]([C:26](=[O:27])[O:28][CH3:29])[cH:30][cH:31]3)[cH:15][n:16]([CH3:20])[c:17]2[cH:18][cH:19]1.